From a dataset of the Open Reaction Database (ORD), a public repository of structured organic reaction records. describe an organic reaction: reactants, conditions, products, and yield RXN SMILES: [F:1][C:2]1[CH:3]=[CH:4][C:5]([C:8]2[C:12]([CH2:13][CH2:14][C:15]3[S:16][C:17]([C:21]([OH:23])=O)=[C:18]([CH3:20])[N:19]=3)=[C:11]([CH3:24])[O:10][N:9]=2)=[N:6][CH:7]=1.[CH:25]1([NH2:28])[CH2:27][CH2:26]1>>[CH:25]1([NH:28][C:21]([C:17]2[S:16][C:15]([CH2:14][CH2:13][C:12]3[C:8]([C:5]4[CH:4]=[CH:3][C:2]([F:1])=[CH:7][N:6]=4)=[N:9][O:10][C:11]=3[CH3:24])=[N:19][C:18]=2[CH3:20])=[O:23])[CH2:27][CH2:26]1. Yields the product C1(CC1)NC(=O)C1=C(N=C(S1)CCC=1C(=NOC1C)C1=NC=C(C=C1)F)C (2-{2-[3-(5-Fluoro-pyridin-2-yl)-5-methyl-isoxazol-4-yl]-ethyl}-4-methyl-thiazole-5-carboxylic acid cyclopropylamide). Procedure: As described for example 31b, 2-{2-[3-(5-fluoro-pyridin-2-yl)-5-methyl-isoxazol-4-yl]-ethyl}-4-methyl-thiazole-5-carboxylic acid (69 mg, 0.20 mmol) was converted, using cyclopropylamine instead of 4-aminotetrahydropyran, to the title compound (63 mg, 82%) which was obtained as an off white solid. MS: m/e=387.2 [M+H]+. Isolated yield 82.0%. Starting materials: FC=1C=CC(=NC1)C1=NOC(=C1CCC=1SC(=C(N1)C)C(=O)O)C (2-{2-[3-(5-fluoro-pyridin-2-yl)-5-methyl-isoxazol-4-yl]-ethyl}-4-methyl-thiazole-5-carboxylic acid), C1(CC1)N (cyclopropylamine). Procedure details: To a solution of ethyl (2E)-3-{3-cyano-1-[(4-fluorophenyl)(phenyl)methyl]-4,6-dimethyl-1H-pyrrolo[2,3-b]pyridin-2-yl}prop-2-enoic acid (7.40 g, 17.0 mmol) in ethanol (70 ml) and THF (80 ml) was added a 1 N aqueous sodium hydroxide solution (34ml), and the mixture was stirred at room temperature for 2 hours. The reaction solution was poured into water, neutralized with 1 N hydrochloric acid and extracted with ethyl acetate. The extract was dried over anhydrous magnesium sulfate and the solvent wa... The product is C(#N)C1=C(N(C2=NC(=CC(=C21)C)C)C(C2=CC=CC=C2)C2=CC=C(C=C2)F)/C=C/C(=O)O ((2E)-3-{3-cyano-1-[(4-fluorophenyl)(phenyl)methyl]-4,6-dimethyl-1H-pyrrolo[2,3-b]pyridin-2-yl}prop-2-enoic acid). Starting materials: C(C)/C(/C(=O)O)=C\C1=C(C=2C(=NC(=CC2C)C)N1C(C1=CC=CC=C1)C1=CC=C(C=C1)F)C#N (ethyl (2E)-3-{3-cyano-1-[(4-fluorophenyl)(phenyl)methyl]-4,6-dimethyl-1H-pyrrolo[2,3-b]pyridin-2-yl}prop-2-enoic acid), [OH-].[Na+] (sodium hydroxide), Cl (hydrochloric acid), O (water). RXN SMILES: C(/[C:3](=[CH:7]\[C:8]1[N:18]([CH:19]([C:26]2[CH:31]=[CH:30][C:29]([F:32])=[CH:28][CH:27]=2)[C:20]2[CH:25]=[CH:24][CH:23]=[CH:22][CH:21]=2)[C:11]2=[N:12][C:13]([CH3:17])=[CH:14][C:15]([CH3:16])=[C:10]2[C:9]=1[C:33]#[N:34])/[C:4]([OH:6])=[O:5])C.[OH-].[Na+].O.Cl>C(O)C.C1COCC1>[C:33]([C:9]1[C:10]2[C:11](=[N:12][C:13]([CH3:17])=[CH:14][C:15]=2[CH3:16])[N:18]([CH:19]([C:26]2[CH:27]=[CH:28][C:29]([F:32])=[CH:30][CH:31]=2)[C:20]2[CH:25]=[CH:24][CH:23]=[CH:22][CH:21]=2)[C:8]=1/[CH:7]=[CH:3]/[C:4]([OH:6])=[O:5])#[N:34] |f:1.2|. Solvent: C(C)O (ethanol), C1CCOC1 (THF). Conditions: time 2 hour. The reactants are CC(C)(C)C1=C(C(=CC(=C1)SC=1SC(=NN1)SC)C(C)(C)C)O (2,6-bis(1,1-dimethylethyl)-4-[[5-(methylthio)-1,3,4-thiadiazol-2-yl]thio]phenol), B(=O)O[O-].[Na+] (sodium perborate). Run in C(C)(=O)O (acetic acid), CCOCC (ether). Conditions: time 8 hour. Yields the product CC(C)(C)C1=C(C(=CC(=C1)SC=1SC(=NN1)S(=O)C)C(C)(C)C)O (2,6-bis(1,1-dimethylethyl)-4-[[5-(methylsulfinyl)-1,3,4-thiadiazol-2-yl]thio]-phenol). Isolated yield 61.2%. As a reaction SMILES: [CH3:1][C:2]([C:5]1[CH:10]=[C:9]([S:11][C:12]2[S:13][C:14]([S:17][CH3:18])=[N:15][N:16]=2)[CH:8]=[C:7]([C:19]([CH3:22])([CH3:21])[CH3:20])[C:6]=1[OH:23])([CH3:4])[CH3:3].B(O[O-])=[O:25].[Na+]>C(O)(=O)C.CCOCC>[CH3:20][C:19]([C:7]1[CH:8]=[C:9]([S:11][C:12]2[S:13][C:14]([S:17]([CH3:18])=[O:25])=[N:15][N:16]=2)[CH:10]=[C:5]([C:2]([CH3:1])([CH3:3])[CH3:4])[C:6]=1[OH:23])([CH3:22])[CH3:21] |f:1.2|. Reported procedure: A solution of 2,6-bis(1,1-dimethylethyl)-4-[[5-(methylthio)-1,3,4-thiadiazol-2-yl]thio]phenol (0.25 g, 0.68 mmol) and sodium perborate (0.11 g, 0.71 mmol) in acetic acid (20 mL) is stirred at room temperature for 7 hours then stored at 0° C. overnight. The reaction mixture is diluted with ether and washed three times with water, then with a saturated solution of sodium bicarbonate and once with brine. Drying the organic phase over magnesium sulfate and evaporation gives a white solid which is ch... Starting materials: ClC1=NC=CC2=CC=C(C=C12)C1=CC=CC=2N1N=C(N2)NC2=CC=CC=C2 (5-(1-Chloroisoquinolin-7-yl)-N-phenyl-[1,2,4]triazolo[1,5-a]pyridine-2-amine), ClC1=NC=CC2=CC=C(C=C12)B(O)O (1-chloroisoquinolin-7-ylboronic acid), BrC1=CC=CC=2N1N=C(N2)NC2=CC=CC=C2 (5-bromo-N-phenyl-[1,2,4]triazolo[1,5-a]pyridine-2-amine), P(=O)([O-])([O-])[O-].[K+].[K+].[K+] (potassium phosphate), tetrakis (triphenylphosphine)palladium(0). Solvent: CS(=O)C (dimethylsulfoxide). Conditions: temperature 90 celsius. Product: C1(=CC=CC=C1)NC1=NN2C(C=CC=C2)=N1 (N-phenyl-[1,2,4]triazolo[1,5-a]pyridine-2-amine). The yield is 38.7%. As a reaction SMILES: ClC1C2C(=CC=C([C:12]3[N:17]4[N:18]=[C:19]([NH:21][C:22]5[CH:27]=[CH:26][CH:25]=[CH:24][CH:23]=5)[N:20]=[C:16]4[CH:15]=[CH:14][CH:13]=3)C=2)C=CN=1.ClC1C2C(=CC=C(B(O)O)C=2)C=CN=1.BrC1N2N=C(NC3C=CC=CC=3)N=C2C=CC=1.P([O-])([O-])([O-])=O.[K+].[K+].[K+]>CS(C)=O>[C:22]1([NH:21][C:19]2[N:20]=[C:16]3[CH:15]=[CH:14][CH:13]=[CH:12][N:17]3[N:18]=2)[CH:23]=[CH:24][CH:25]=[CH:26][CH:27]=1 |f:3.4.5.6|. Procedure details: 5-(1-Chloroisoquinolin-7-yl)-N-phenyl-[1,2,4]triazolo[1,5-a]pyridine-2-amine. A degassed mixture of 1-chloroisoquinolin-7-ylboronic acid (288 mg, 1.38 mmol), 5-bromo-N-phenyl-[1,2,4]triazolo[1,5-a]pyridine-2-amine (400 mg, 1.38 mmol), potassium phosphate (296 mg, 2.76 mmol) and tetrakis (triphenylphosphine)palladium(0) (160 mg, 0.138 mmol) in dimethylsulfoxide (10 mL) was heated at 90° C. under nitrogen overnight. After being cooled down to room temperature, the reaction mixture was filtered, an... Reactants: C(C)N(CCN1C(=NC2=C1C=CC(=C2)NC(=S)NC(C2=CC=CC=C2)=O)CC2=CC=C(C=C2)OCC)CC (N-(1-(2-(diethylamino)ethyl)-2-(4-ethoxybenzyl)-1H-benzo[d]-imidazol-5-ylcarbamothioyl)benzamide), [OH-].[Na+] (NaOH). The solvent is C(C)(=O)OCC (ethyl acetate), O1CCCC1 (tetrahydrofuran). Yields the product solid 21, C(C)N(CCN1C(=NC2=C1C=CC(=C2)NC(=S)N)CC2=CC=C(C=C2)OCC)CC ([1-(2-Diethylamino-ethyl)-2-(4-ethoxy-benzyl)-1H-benzoimidazol-5-yl]-thiourea). As a reaction SMILES: [CH2:1]([N:3]([CH2:37][CH3:38])[CH2:4][CH2:5][N:6]1[C:10]2[CH:11]=[CH:12][C:13]([NH:15][C:16]([NH:18]C(=O)C3C=CC=CC=3)=[S:17])=[CH:14][C:9]=2[N:8]=[C:7]1[CH2:27][C:28]1[CH:33]=[CH:32][C:31]([O:34][CH2:35][CH3:36])=[CH:30][CH:29]=1)[CH3:2].[OH-].[Na+]>O1CCCC1.C(OCC)(=O)C>[CH2:37]([N:3]([CH2:1][CH3:2])[CH2:4][CH2:5][N:6]1[C:10]2[CH:11]=[CH:12][C:13]([NH:15][C:16]([NH2:18])=[S:17])=[CH:14][C:9]=2[N:8]=[C:7]1[CH2:27][C:28]1[CH:33]=[CH:32][C:31]([O:34][CH2:35][CH3:36])=[CH:30][CH:29]=1)[CH3:38] |f:1.2|. Procedure: N-(1-(2-(diethylamino)ethyl)-2-(4-ethoxybenzyl)-1H-benzo[d]-imidazol-5-ylcarbamothioyl)benzamide 20 (272 mg, 0.513 mmol) was dissolved in anhydrous tetrahydrofuran (10 mL) in a small, argon purged flask fitted with an condenser and magnetic stirbar. 2M NaOH (0.513 mL, 1.026 mmol) added and the solution was heated to reflux for 6 hours and cooled to room temperature overnight. The solution was concentrated and the residue was partitioned between H2O and ethyl acetate, transferred to a separatory ... Starting materials: OCCCBr, CCOC(=O)C(Cc1ccc(O)cc1)OC, C1CCOC1, Cc1ccccc1, c1ccc(P(c2ccccc2)c2ccccc2)cc1. Yields the product CCOC(=O)C(Cc1ccc(OCCCBr)cc1)OC. As a reaction SMILES: [Br:36][CH2:37][CH2:38][CH2:39][OH:40].[CH2:20]([CH3:21])[O:22][C:23]([CH:24]([CH2:25][c:26]1[cH:27][cH:28][c:29]([OH:32])[cH:30][cH:31]1)[O:33][CH3:34])=[O:35].[CH2:48]1[O:49][CH2:50][CH2:51][CH2:52]1.[CH3:41][c:42]1[cH:43][cH:44][cH:45][cH:46][cH:47]1.[c:1]1([P:2]([c:3]2[cH:4][cH:5][cH:6][cH:7][cH:8]2)[c:9]2[cH:10][cH:11][cH:12][cH:13][cH:14]2)[cH:15][cH:16][cH:17][cH:18][cH:19]1>>[CH2:20]([CH3:21])[O:22][C:23]([CH:24]([CH2:25][c:26]1[cH:27][cH:28][c:29]([O:32][CH2:39][CH2:38][CH2:37][Br:36])[cH:30][cH:31]1)[O:33][CH3:34])=[O:35]. Reaction SMILES: O=[C:2]([CH2:6][CH3:7])[C:3]([OH:5])=[O:4].[Cl:8][C:9]1([Cl:15])[CH2:11][CH:10]1[C:12]([NH2:14])=[O:13]>C1(C)C=CC=CC=1>[Cl:8][C:9]1([Cl:15])[CH2:11][CH:10]1[C:12]([NH:14]/[C:2](=[CH:6]\[CH3:7])/[C:3]([OH:5])=[O:4])=[O:13]. The product is ClC1(C(C1)C(=O)N\C(\C(=O)O)=C/C)Cl (Z-2-(2,2-dichlorocyclopropanecarboxamido)-2-butenoic acid). The reactants are O=C(C(=O)O)CC (2-ketobutyric acid), ClC1(C(C1)C(=O)N)Cl (2,2-dichlorocyclopropanecarboxamide). The solvent is C1(=CC=CC=C1)C (toluene). Isolated yield 17.8%. Procedure: A mixture of 1.53 g (15 mmoles) of 2-ketobutyric acid, 1.54 g (10 mmoles) of 2,2-dichlorocyclopropanecarboxamide and 10 ml of toluene was heated under reflux for 12 hrs. with removal of H2O by a modified Dean-Stark trap containing molecular sieves (4A). An additional 0.7 g of 2-ketobutyric acid was added and the reaction mixture was heated under reflux for an additional 12 hrs. The mixture was cooled, diluted with 20 ml of toluene and extracted with saturated sodium bicarbonate (3×10 ml). The ex... The reactants are C(N)(OC(CNC(CN1N=C(N(C1=O)\C=C\C(F)(F)F)C1=CC=C(C=C1)Cl)=O)C1=C(C=CC=C1)C(F)(F)F)=O (2-[({3-(4-Chlorophenyl)-5-oxo-4-[(1E)-3,3,3-trifluoroprop-1-en-1-yl]-4,5-dihydro-1H-1,2,4-triazol-1-yl}acetyl)amino]-1-[2-(trifluoromethyl)phenyl]ethyl carbamate). The reagents and catalysts are [Pt] (Pt/C). Solvent: CO (methanol). The product is C(N)(OC(CNC(CN1N=C(N(C1=O)CCC(F)(F)F)C1=CC=C(C=C1)Cl)=O)C1=C(C=CC=C1)C(F)(F)F)=O (2-({[3-(4-Chlorophenyl)-5-oxo-4-(3,3,3-trifluoropropyl)-4,5-dihydro-1H-1,2,4-triazol-1-yl]acetyl}-amino)-1-[2-(trifluoromethyl)phenyl]ethyl carbamate). As a reaction SMILES: [C:1](=[O:39])([O:3][CH:4]([C:29]1[CH:34]=[CH:33][CH:32]=[CH:31][C:30]=1[C:35]([F:38])([F:37])[F:36])[CH2:5][NH:6][C:7](=[O:28])[CH2:8][N:9]1[C:13](=[O:14])[N:12](/[CH:15]=[CH:16]/[C:17]([F:20])([F:19])[F:18])[C:11]([C:21]2[CH:26]=[CH:25][C:24]([Cl:27])=[CH:23][CH:22]=2)=[N:10]1)[NH2:2]>CO.[Pt]>[C:1](=[O:39])([O:3][CH:4]([C:29]1[CH:34]=[CH:33][CH:32]=[CH:31][C:30]=1[C:35]([F:37])([F:36])[F:38])[CH2:5][NH:6][C:7](=[O:28])[CH2:8][N:9]1[C:13](=[O:14])[N:12]([CH2:15][CH2:16][C:17]([F:20])([F:18])[F:19])[C:11]([C:21]2[CH:26]=[CH:25][C:24]([Cl:27])=[CH:23][CH:22]=2)=[N:10]1)[NH2:2]. Reported procedure: A solution of 30 mg (52 μmol) of the compound of Example 61 in 15 ml of methanol was hydrogenated in a continuous-flow hydrogenation apparatus fitted with a 5% Pt/C cartridge (H-Cube, from Thales Nano, Budapest, Model HC-2-SS) at a flow rate of 1 ml/min, a temperature of 60° C. and at standard pressure. After the reaction had ended, the solution was freed from the methanol on a rotary evaporator and the residue was purified by preparative HPLC [Method 23]. This gave 15 mg (50% of theory) of the ... Reactants: COc1ccc(COc2cc(Br)cc(Br)c2)cc1, C[S-], C[O-], [Na+], [Na+], CN(C)C=O. Product: COc1ccc(COc2cc(Br)cc(SC)c2)cc1. Reaction SMILES: [Br:1][c:2]1[cH:3][c:4]([Br:18])[cH:5][c:6]([O:8][CH2:9][c:10]2[cH:11][cH:12][c:13]([O:16][CH3:17])[cH:14][cH:15]2)[cH:7]1.[CH3:19][S-:20].[CH3:22][O-:23].[Na+:21].[Na+:24].[O:25]=[CH:26][N:27]([CH3:28])[CH3:29]>>[Br:1][c:2]1[cH:3][c:4]([S:20][CH3:19])[cH:5][c:6]([O:8][CH2:9][c:10]2[cH:11][cH:12][c:13]([O:16][CH3:17])[cH:14][cH:15]2)[cH:7]1. Starting materials: CCOC(C)=O, CC(C)=O, O=C(Nc1cccc(C(F)(F)F)c1)N1CCCCc2cc(O)ccc21, Nc1nc(Cl)cc(Cl)n1, [Na+], CN(C)C=O, [OH-], O. The product is Nc1nc(Cl)cc(Oc2ccc3c(c2)CCCCN3C(=O)Nc2cccc(C(F)(F)F)c2)n1. As a reaction SMILES: [CH3:37][CH2:38][O:39][C:40]([CH3:41])=[O:42].[CH3:43][C:44](=[O:45])[CH3:46].[F:1][C:2]([c:3]1[cH:4][c:5]([NH:9][C:10](=[O:11])[N:12]2[c:13]3[c:14]([cH:19][c:20]([OH:23])[cH:21][cH:22]3)[CH2:15][CH2:16][CH2:17][CH2:18]2)[cH:6][cH:7][cH:8]1)([F:24])[F:25].[NH2:26][c:27]1[n:28][c:29]([Cl:34])[cH:30][c:31]([Cl:33])[n:32]1.[Na+:36].[O:48]=[CH:49][N:50]([CH3:51])[CH3:52].[OH-:35].[OH2:47]>>[F:1][C:2]([c:3]1[cH:4][c:5]([NH:9][C:10](=[O:11])[N:12]2[c:13]3[c:14]([cH:19][c:20]([O:23][c:31]4[cH:30][c:29]([Cl:34])[n:28][c:27]([NH2:26])[n:32]4)[cH:21][cH:22]3)[CH2:15][CH2:16][CH2:17][CH2:18]2)[cH:6][cH:7][cH:8]1)([F:24])[F:25].